This data is from the Open Reaction Database (ORD), a public repository of structured organic reaction records. The task is: describe an organic reaction: reactants, conditions, products, and yield Reactants: ON=C(C(=O)OCC)C(=O)C1=CC=C(C=C1)OCC (ethyl 2-hydroxyimino-3-(4-ethoxyphenyl)-3-oxopropionate), [N+](=O)([O-])C=1C=C(CN)C=CC1 (3-nitrobenzylamine), [OH-].[Na+] (sodium hydroxide). Run in C(C)O (ethyl alcohol). The product is C(C)OC1=CC=C(C=C1)C1=C(N=C(N1)C1=CC(=CC=C1)[N+](=O)[O-])C(=O)O (5-(4-ethoxyphenyl)-2-(3-nitrophenyl)imidazole-4-carboxylic acid). RXN SMILES: O[N:2]=[C:3]([C:9]([C:11]1[CH:16]=[CH:15][C:14]([O:17][CH2:18][CH3:19])=[CH:13][CH:12]=1)=O)[C:4]([O:6]CC)=[O:5].[N+:20]([C:23]1[CH:24]=[C:25]([CH:28]=[CH:29][CH:30]=1)[CH2:26][NH2:27])([O-:22])=[O:21].[OH-].[Na+]>C(O)C>[CH2:18]([O:17][C:14]1[CH:13]=[CH:12][C:11]([C:9]2[NH:27][C:26]([C:25]3[CH:28]=[CH:29][CH:30]=[C:23]([N+:20]([O-:22])=[O:21])[CH:24]=3)=[N:2][C:3]=2[C:4]([OH:6])=[O:5])=[CH:16][CH:15]=1)[CH3:19] |f:2.3|. Procedure details: Ethyl 5-(4-ethoxyphenyl)-2-(3-nitrophenyl)imidazole-4-carboxylate obtained by reacting and treating ethyl 2-hydroxyimino-3-(4-ethoxyphenyl)-3-oxopropionate and 3-nitrobenzylamine in the same manner as in Starting Material Synthetic Example 1 is dissolved in ethyl alcohol and 1 M aqueous sodium hydroxide solution is added. The mixture is reacted and treated in the same manner as in Starting Material Synthetic Example 2 to give 5-(4-ethoxyphenyl)-2-(3-nitrophenyl)imidazole-4-carboxylic acid. The reactants are O=C([O-])[O-], CS(C)=O, Cl, FC1CCNC1, N#Cc1ccc(F)c2ccccc12, [K+], [K+], O. The product is N#Cc1ccc(N2CCC(F)C2)c2ccccc12. As a reaction SMILES: [C:21](=[O:22])([O-:23])[O-:24].[CH3:27][S:28]([CH3:29])=[O:30].[ClH:14].[F:15][CH:16]1[CH2:17][NH:18][CH2:19][CH2:20]1.[F:1][c:2]1[cH:3][cH:4][c:5]([C:12]#[N:13])[c:6]2[cH:7][cH:8][cH:9][cH:10][c:11]12.[K+:25].[K+:26].[OH2:31]>>[c:2]1([N:18]2[CH2:17][CH:16]([F:15])[CH2:20][CH2:19]2)[cH:3][cH:4][c:5]([C:12]#[N:13])[c:6]2[cH:7][cH:8][cH:9][cH:10][c:11]12. Starting materials: NC=1SC(=C(N1)C1=CC=C(C=C1)F)C1=NC=2N([C@@H](C(N(C2C=N1)C)=O)CC)C(C)C ((R)-2-(2-amino-4-(4-fluorophenyl)thiazol-5-yl)-7-ethyl-8-isopropyl-5-methyl-7,8-dihydropteridin-6(5H)-one), [Cu](C#N)C#N (copper cyanide), N(=O)OCCC(C)C (isoamyl nitrite). The solvent is C(C)#N (acetonitrile). Reaction conditions: time 1 hour. The product is C(C)[C@@H]1C(N(C=2C=NC(=NC2N1C(C)C)C1=C(N=C(S1)C#N)C1=CC=C(C=C1)F)C)=O ((R)-5-(7-ethyl-8-isopropyl-5-methyl-6-oxo-5,6,7,8-tetrahydropteridin-2-yl)-4-(4-fluorophenyl)thiazole-2-carbonitrile). RXN SMILES: N[C:2]1[S:3][C:4]([C:14]2[N:23]=[CH:22][C:21]3[N:20]([CH3:24])[C:19](=[O:25])[C@@H:18]([CH2:26][CH3:27])[N:17]([CH:28]([CH3:30])[CH3:29])[C:16]=3[N:15]=2)=[C:5]([C:7]2[CH:12]=[CH:11][C:10]([F:13])=[CH:9][CH:8]=2)[N:6]=1.[Cu](C#N)[C:32]#[N:33].N(OCCC(C)C)=O>C(#N)C>[CH2:26]([C@H:18]1[N:17]([CH:28]([CH3:29])[CH3:30])[C:16]2[N:15]=[C:14]([C:4]3[S:3][C:2]([C:32]#[N:33])=[N:6][C:5]=3[C:7]3[CH:8]=[CH:9][C:10]([F:13])=[CH:11][CH:12]=3)[N:23]=[CH:22][C:21]=2[N:20]([CH3:24])[C:19]1=[O:25])[CH3:27]. Procedure details: To a solution of (R)-2-(2-amino-4-(4-fluorophenyl)thiazol-5-yl)-7-ethyl-8-isopropyl-5-methyl-7,8-dihydropteridin-6(5H)-one (Example 318, 0.25 g, 0.586 mmol) and copper cyanide (0.054 g, 0.598 mmol) in 19 mL of anhydrous acetonitrile, isoamyl nitrite (0.1 ml, 0.751 mmol) was added. The reaction was placed in an oil bath set at 90° C. under condenser with N2 (g) inlet. The reaction mixture was stirred for 1 h, then cooled and quenched with water and extracted with EtOAc. The organic phase was coll... The reactants are [Cl-].C(C)[N+]1=CN(C=C1)C (1-ethyl-3-methylimidazolium chloride), [Al+3].[Cl-].[Cl-].[Cl-] (AlCl3), [Cl-].[Cl-].[Cl-].[Al+3] (aluminum trichloride), [NH+]1=CNC=C1 (imidazolium). Product: [Cl-].[Cl-].[Cl-].[Cl-].C(C)[N+]1=CN(C=C1)C.C(C)[N+]1=CN(C=C1)C.C(C)[N+]1=CN(C=C1)C.C(C)[N+]1=CN(C=C1)C (1-ethyl-3-methylimidazolium tetrachloride). Reaction SMILES: [Cl-:1].[CH2:2]([N+:4]1[CH:8]=[CH:7][N:6]([CH3:9])[CH:5]=1)[CH3:3].[Cl-].[Cl-].[Cl-].[Al+3].[NH+]1C=CNC=1>>[Cl-:1].[Cl-:1].[Cl-:1].[Cl-:1].[CH2:2]([N+:4]1[CH:8]=[CH:7][N:6]([CH3:9])[CH:5]=1)[CH3:3].[CH2:2]([N+:4]1[CH:8]=[CH:7][N:6]([CH3:9])[CH:5]=1)[CH3:3].[CH2:2]([N+:4]1[CH:8]=[CH:7][N:6]([CH3:9])[CH:5]=1)[CH3:3].[CH2:2]([N+:4]1[CH:8]=[CH:7][N:6]([CH3:9])[CH:5]=1)[CH3:3] |f:0.1,2.3.4.5,7.8.9.10.11.12.13.14|. Procedure details: First, the ionic fluid was prepared from the two starting materials: 1-ethyl-3-methylimidazolium chloride and aluminum trichloride. Both of these materials are in solid form at room temperature prior to mixing (the former is a crystalline substance; the latter, a powder). The two solid reactants were combined in about equimolar amounts (4.4 g imidazolium, F. W.=146.2; 4.0 g AlCl3, F. W.=133.34 in a pyrex reaction vessel. The reaction began almost immediately with only modest shaking of the react...